Dataset: the Open Reaction Database (ORD), a public repository of structured organic reaction records. Task: describe an organic reaction: reactants, conditions, products, and yield Starting materials: Cl (hydrogen chloride), O1CCOCC1 (1,4-dioxane), Cl.C(C)(C)(C)OC(=O)N1N(CCN(CC1)OC)C(=O)OC(C)(C)C (5-methoxy-[1,2,5]triazepane-1,2-dicarboxylic acid di-tert-butyl ester hydrochloride salt). Solvent: C(C)(=O)OCC (ethyl acetate). Conditions: temperature 90 celsius. The product is Cl.CON1CCNNCC1 (5-Methoxy-[1,2,5]triazepane hydrochloride salt). RXN SMILES: [ClH:1].C(OC([N:9]1[CH2:15][CH2:14][N:13]([O:16][CH3:17])[CH2:12][CH2:11][N:10]1C(OC(C)(C)C)=O)=O)(C)(C)C.Cl.O1CCOCC1>C(OCC)(=O)C>[ClH:1].[CH3:17][O:16][N:13]1[CH2:14][CH2:15][NH:9][NH:10][CH2:11][CH2:12]1 |f:0.1,5.6|. Procedure details: A solution of 5-methoxy-[1,2,5]triazepane-1,2-dicarboxylic acid di-tert-butyl ester in diethyl ether was treated with gaseous hydrogen chloride to generate a white precipitate. The solid was filtered, washed with diethyl ether and dried to afford 5-methoxy-[1,2,5]triazepane-1,2-dicarboxylic acid di-tert-butyl ester hydrochloride salt. To a suspension of 5-methoxy-[1,2,5]triazepane-1,2-dicarboxylic acid di-tert-butyl ester hydrochloride salt (2.5 g, 6.8 mmol) in ethyl acetate (10 ml) was added a ... Starting materials: CO, COC(=O)c1cc(C)c(Br)c([N+](=O)[O-])c1, CCOC(C)=O, Cl, [Na+], [OH-]. The product is Cc1cc(C(=O)O)cc([N+](=O)[O-])c1Br. Reaction SMILES: [CH3:19][OH:20].[CH3:1][O:2][C:3]([c:4]1[cH:5][c:6]([N+:12](=[O:13])[O-:14])[c:7]([Br:11])[c:8]([CH3:10])[cH:9]1)=[O:15].[CH3:21][CH2:22][O:23][C:24]([CH3:25])=[O:26].[ClH:18].[Na+:17].[OH-:16]>>[O:2]=[C:3]([c:4]1[cH:5][c:6]([N+:12](=[O:13])[O-:14])[c:7]([Br:11])[c:8]([CH3:10])[cH:9]1)[OH:15]. The reactants are CC12CCC3c4ccc(OCc5ccccc5)cc4CCC3C1CCC2=O, C1CCOC1, COC(=O)OC, [KH]. Product: COC(=O)C1CC2C3CCc4cc(OCc5ccccc5)ccc4C3CCC2(C)C1=O. RXN SMILES: [CH2:1]([c:2]1[cH:3][cH:4][cH:5][cH:6][cH:7]1)[O:8][c:9]1[cH:10][c:11]2[c:24]([cH:25][cH:26]1)[CH:23]1[CH:14]([CH2:13][CH2:12]2)[CH:15]2[CH2:16][CH2:17][C:18](=[O:27])[C:19]2([CH3:20])[CH2:21][CH2:22]1.[CH2:35]1[O:36][CH2:37][CH2:38][CH2:39]1.[CH3:28][O:29][C:30]([O:31][CH3:33])=[O:32].[KH:34]>>[CH2:1]([c:2]1[cH:3][cH:4][cH:5][cH:6][cH:7]1)[O:8][c:9]1[cH:10][c:11]2[c:24]([cH:25][cH:26]1)[CH:23]1[CH:14]([CH2:13][CH2:12]2)[CH:15]2[CH2:16][CH:17]([C:30]([O:29][CH3:28])=[O:31])[C:18](=[O:27])[C:19]2([CH3:20])[CH2:21][CH2:22]1. Starting materials: CN1C(NC(=CC1=O)NC1=CC=C(C=C1)C=1N=C(C2=C(N1)CN(CC2)C(=O)OC(C)(C)C)N2[C@H](COCC2)C)=O ((S)-Tert-butyl 2-(4-(1-methyl-2,6-dioxo-1,2,3,6-tetrahydropyrimidin-4-ylamino)phenyl)-4-(3-methylmorpholino)-5,6-dihydropyrido[3,4-d]pyrimidine-7(8H)-carboxylate), Cl (Hydrogen chloride). Run in O1CCOCC1 (1,4-Dioxane). Reaction conditions: time 2 hour. Yields the product CN1C(NC(=CC1=O)NC1=CC=C(C=C1)C=1N=C(C2=C(N1)CNCC2)N2[C@H](COCC2)C)=O ((S)-3-methyl-6-(4-(4-(3-methylmorpholino)-5,6,7,8-tetrahydropyrido[3,4-d]pyrimidin-2-yl)phenylamino)pyrimidine-2,4(1H,3H)-dione). As a reaction SMILES: [CH3:1][N:2]1[C:7](=[O:8])[CH:6]=[C:5]([NH:9][C:10]2[CH:15]=[CH:14][C:13]([C:16]3[N:17]=[C:18]([N:33]4[CH2:38][CH2:37][O:36][CH2:35][C@@H:34]4[CH3:39])[C:19]4[CH2:25][CH2:24][N:23](C(OC(C)(C)C)=O)[CH2:22][C:20]=4[N:21]=3)=[CH:12][CH:11]=2)[NH:4][C:3]1=[O:40].Cl>O1CCOCC1>[CH3:1][N:2]1[C:7](=[O:8])[CH:6]=[C:5]([NH:9][C:10]2[CH:15]=[CH:14][C:13]([C:16]3[N:17]=[C:18]([N:33]4[CH2:38][CH2:37][O:36][CH2:35][C@@H:34]4[CH3:39])[C:19]4[CH2:25][CH2:24][NH:23][CH2:22][C:20]=4[N:21]=3)=[CH:12][CH:11]=2)[NH:4][C:3]1=[O:40]. Reported procedure: Step 2—Synthesis of compound um: (S)-Tert-butyl 2-(4-(1-methyl-2,6-dioxo-1,2,3,6-tetrahydropyrimidin-4-ylamino)phenyl)-4-(3-methylmorpholino)-5,6-dihydropyrido[3,4-d]pyrimidine-7(8H)-carboxylate (0.196 g, 0.000357 mol) and 4.0 M of Hydrogen chloride in 1,4-Dioxane (5.00 mL) were mixed and stirred for 2 hours. The mixture was concentrated, diluted with sat NaHCO3 and extracted three times with 10% MeOH in dichloromethane. The aqueous layer was lyophilized, slurried in MeOH, vacuum filtered, and p...